Dataset: the Open Reaction Database (ORD), a public repository of structured organic reaction records. Task: describe an organic reaction: reactants, conditions, products, and yield The reactants are CN(C1=C(C=CC(=C1)OC)F)C (N,N-dimethyl-2-fluoro-5-methoxyaniline), B(Br)(Br)Br (boron tribromide). Product: CN(C=1C=C(C=CC1F)O)C (3-dimethylamino-4-fluorophenol). Reaction SMILES: [CH3:1][N:2]([CH3:12])[C:3]1[CH:8]=[C:7]([O:9]C)[CH:6]=[CH:5][C:4]=1[F:11].B(Br)(Br)Br>>[CH3:1][N:2]([CH3:12])[C:3]1[CH:8]=[C:7]([OH:9])[CH:6]=[CH:5][C:4]=1[F:11]. Procedure details: The methyl ether of Example 21 is treated with boron tribromide using general method E to give Compound 22. Yields the product CC(C(=O)OCC)=CC1=NC=CC=C1 (Ethyl 2-methyl-3-(2-pyridyl)acrylate). Procedure: Sodium hydride (ca. 60%, 2.0 g, 50.0 mmol) was suspended in tetrahydrofuran (20 ml), and a solution of ethyl 2-(diethylphosphono)propionate (11.7 g, 49.1 mmol) in tetrahydrofuran (8 ml) was added thereto under ice cooling condition. The mixture was stirred for 0.5 hr. Successively, a solution of 2-pyridinecarbaldehyde (5.0 g, 46.7 mmol) in tetrahydrofuran (8 ml) was added to the mixture. The mixture was stirred at 0° C. for 14 hrs, combined with water, concentrated under reduced pressure to the ... Solvent: O1CCCC1 (tetrahydrofuran), O1CCCC1 (tetrahydrofuran), O1CCCC1 (tetrahydrofuran). As a reaction SMILES: [H-].[Na+].C(OP([CH:11]([CH3:17])[C:12]([O:14][CH2:15][CH3:16])=[O:13])(OCC)=O)C.[N:18]1[CH:23]=[CH:22][CH:21]=[CH:20][C:19]=1[CH:24]=O.O>O1CCCC1>[CH3:17][C:11](=[CH:24][C:19]1[CH:20]=[CH:21][CH:22]=[CH:23][N:18]=1)[C:12]([O:14][CH2:15][CH3:16])=[O:13] |f:0.1|. Yield: 87.3%. Run at time 0.5 hour. Starting materials: C(C)OP(=O)(OCC)C(C(=O)OCC)C (ethyl 2-(diethylphosphono)propionate), N1=C(C=CC=C1)C=O (2-pyridinecarbaldehyde), [H-].[Na+] (Sodium hydride), O (water). Starting materials: C(C)(C)(C)OC(NC1=C(C=C(C(=C1)C)C(F)(F)F)NC(CC(=O)C1=CC(=CC=C1)C=1C=NC(=CC1)OC)=O)=O ((2-{3-[3-(6-methoxy-pyridin-3-yl)-phenyl]-3-oxo-propionylamino}-5-methyl-4-trifluoromethyl-phenyl)-carbamic acid tert-butyl ester), C(=O)(C(F)(F)F)O (TFA). Solvent: C(Cl)Cl (CH2Cl2). Yields the product COC1=CC=C(C=N1)C=1C=C(C=CC1)C1=NC2=C(NC(C1)=O)C=C(C(=C2)C)C(F)(F)F (4-[3-(6-Methoxy-pyridin-3-yl)-phenyl]-7-methyl-8-trifluoromethyl-1,3-dihydro-benzo[b][1,4]diazepin-2-one), solid. The yield is 62.0%. As a reaction SMILES: C(OC(=O)[NH:7][C:8]1[CH:13]=[C:12]([CH3:14])[C:11]([C:15]([F:18])([F:17])[F:16])=[CH:10][C:9]=1[NH:19][C:20](=[O:38])[CH2:21][C:22]([C:24]1[CH:29]=[CH:28][CH:27]=[C:26]([C:30]2[CH:31]=[N:32][C:33]([O:36][CH3:37])=[CH:34][CH:35]=2)[CH:25]=1)=O)(C)(C)C.C(O)(C(F)(F)F)=O>C(Cl)Cl>[CH3:37][O:36][C:33]1[N:32]=[CH:31][C:30]([C:26]2[CH:25]=[C:24]([C:22]3[CH2:21][C:20](=[O:38])[NH:19][C:9]4[CH:10]=[C:11]([C:15]([F:18])([F:17])[F:16])[C:12]([CH3:14])=[CH:13][C:8]=4[N:7]=3)[CH:29]=[CH:28][CH:27]=2)=[CH:35][CH:34]=1. Procedure: The title compound was prepared from (2-{3-[3-(6-methoxy-pyridin-3-yl)-phenyl]-3-oxo-propionylamino}-5-methyl-4-trifluoromethyl-phenyl)-carbamic acid tert-butyl ester (Example M150) (232 mg, 0.43 mmol) by treatment with TFA in CH2Cl2 according to the general procedure N. Obtained as a white solid (113 mg, 62%). Starting materials: ClC=1C=C(C(=O)N[C@H]2[C@@H](CCC3=CC=C(C=C23)[N+](=O)[O-])O)C=CC1Cl ((±)-Trans-1-(3,4-dichlorobenzamido)-2-hydroxy-7-nitrotetraline), C(C)(=O)OC(C)=O (acetic anhydride). Reagents/catalysts: CN(C1=CC=NC=C1)C (4-dimethylaminopyridine). Run in C1CCOC1 (THF), C(C)N(CC)CC (triethylamine). Run at time 2 hour. Product: ClC=1C=C(C(=O)N[C@H]2[C@@H](CCC3=CC=C(C=C23)[N+](=O)[O-])OC(C)=O)C=CC1Cl ((±)-Trans-1-(3,4-dichlorobenzamido)-2-acetoxy-7-nitrotetraline). As a reaction SMILES: [Cl:1][C:2]1[CH:3]=[C:4]([CH:22]=[CH:23][C:24]=1[Cl:25])[C:5]([NH:7][C@@H:8]1[C:17]2[C:12](=[CH:13][CH:14]=[C:15]([N+:18]([O-:20])=[O:19])[CH:16]=2)[CH2:11][CH2:10][C@H:9]1[OH:21])=[O:6].[C:26](OC(=O)C)(=[O:28])[CH3:27]>C1COCC1.C(N(CC)CC)C.CN(C)C1C=CN=CC=1>[Cl:1][C:2]1[CH:3]=[C:4]([CH:22]=[CH:23][C:24]=1[Cl:25])[C:5]([NH:7][C@@H:8]1[C:17]2[C:12](=[CH:13][CH:14]=[C:15]([N+:18]([O-:20])=[O:19])[CH:16]=2)[CH2:11][CH2:10][C@H:9]1[O:21][C:26](=[O:28])[CH3:27])=[O:6]. Procedure: A mixture of 113 (1.9 g, 0.005 mol) in THF (200 mL), triethylamine (1.3 mL), and a catalystic amount of 4-dimethylaminopyridine was treated with acetic anhydride (0.9 mL). After stirring over night, the solvent was evaporated and the residue treated with H2O. After 2 h, the mixture was extracted with EtOAc. The extracts were washed with 1 N H2SO4, brine, aqueous NaHCO3, and brine, then the solvent was dried and evaporated to give a floculant white solid (1.94 g) that had the appropriate nmr for ...